From a dataset of the Open Reaction Database (ORD), a public repository of structured organic reaction records. describe an organic reaction: reactants, conditions, products, and yield Starting materials: SCC(=O)NCCCCCNC(=O)NC1=CC=CC=C1 (2-Mercapto-N-[5-(3-phenyl-ureido)-pentyl]-acetamide), N(=C=O)C1=CC=C(C=C1)N(C)C ((4-isocyanato-phenyl)-dimethyl-amine), NCCCCCCN (1,6-diaminohexane), C1(=CC=CC=C1)N=C=O (phenylisocyanate). Product: CN(C1=CC=C(CNC(NCCCCCCNC(CS)=O)=O)C=C1)C (N-{6-[3-(4-dimethylamino-benzyl)-ureido]-hexyl}-2-mercapto-acetamide). As a reaction SMILES: [SH:1][CH2:2][C:3](NCCCCCNC(NC1C=CC=CC=1)=O)=[O:4].[NH2:21][CH2:22][CH2:23][CH2:24][CH2:25][CH2:26][CH2:27][NH2:28].[C:29]1([N:35]=[C:36]=[O:37])C=CC=CC=1.N([C:41]1[CH:46]=[CH:45][C:44]([N:47]([CH3:49])[CH3:48])=[CH:43][CH:42]=1)=C=O>>[CH3:49][N:47]([CH3:48])[C:44]1[CH:43]=[CH:42][C:41]([CH2:29][NH:35][C:36](=[O:37])[NH:21][CH2:22][CH2:23][CH2:24][CH2:25][CH2:26][CH2:27][NH:28][C:3](=[O:4])[CH2:2][SH:1])=[CH:46][CH:45]=1. Reported procedure: Compound 12 was prepared using the methodology described for the preparation of compound 9, by substituting 1,5-diaminopentane with 1,6-diaminohexane and phenylisocyanate with (4-isocyanato-phenyl)-dimethyl-amine. 1H NMR (300 MHz, DMSO-d6) δ (ppm) 7.98 (br s, 1H), 7.05 (d, J=8.7 Hz, 2H), 6.60 (d, J=8.7 Hz, 2H), 6.04 (br t, J=5.7 Hz, 1H), 5.80 (br t, J=5.7 Hz, 1H), 4.05 (d, J=5.7 Hz, 2H), 3.06 (d, J=8.1 Hz, 2H), 3.04 (dt, J=6.9, 6.0 Hz, 2H), 2.98 (dt, J=6.6, 6.0 Hz, 2H), 2.84 (s, 6H), 2.71 (t, J=... The reactants are N/C(=C(/C#N)\N)/C#N (diaminomaleonitrile), C(OCC)(OCC)OCC (triethyl orthoformate). Procedure: In another 5-step synthesis, diaminomaleonitrile can be reacted with triethyl orthoformate to give the imidazole-4,5-dinitrile which, after alkylation with dimethyl sulfate, hydrolysis and partial decarboxylation by heating in acetic anhydride, gives the compound of the formula Ia (R1 =CH3, X1 =COOH). Reaction SMILES: [NH2:1]/[C:2](/[C:7]#[N:8])=[C:3](\[NH2:6])/[C:4]#[N:5].[CH:9](OCC)(OCC)OCC>>[NH:6]1[C:3]([C:4]#[N:5])=[C:2]([C:7]#[N:8])[N:1]=[CH:9]1. Yields the product N1C=NC(=C1C#N)C#N (imidazole-4,5-dinitrile).